This data is from the Open Reaction Database (ORD), a public repository of structured organic reaction records. The task is: describe an organic reaction: reactants, conditions, products, and yield The reactants are OC=1C=C(C=C(C(=O)O)C1)C(=O)O (5-hydroxyisophthalic acid), [OH-].[Na+] (NaOH), Cl (HCl). Solvent: C1CCOC1 (THF), C1CCOC1 (THF). Yields the product OCC=1C=C(C=C(C1)CO)O (3,5-di-(hydroxymethyl)phenol). Yield: 106.8%. Reaction SMILES: [OH:1][C:2]1[CH:3]=[C:4]([C:11](O)=[O:12])[CH:5]=[C:6]([CH:10]=1)[C:7](O)=[O:8].Cl.[OH-].[Na+]>C1COCC1>[OH:12][CH2:11][C:4]1[CH:3]=[C:2]([OH:1])[CH:10]=[C:6]([CH2:7][OH:8])[CH:5]=1 |f:2.3|. Procedure details: To a solution of 5-hydroxyisophthalic acid 1 (30 g, 0.17 mol) in THF (1 L) at room temperature was added slowly a solution of BH3 (800 mL, 1 M in THF). The resulting heterogeneous mixture was warmed to reflux overnight. The reaction mixture was cooled to room temperature whereupon 0.8 L of 1M HCl was carefully added. The resulting homogenous solution was concentrated in vacuo and the residues were treated with NaOH (42 g, 1.05 mol). Water was removed from the solution via concentration in vacuo ... Starting materials: C(C)(C)(C)OC(NC(C(N(C)OC)=O)C1=CC(=C(C=C1)Cl)Cl)=O (rac-[(3,4-dichloro-phenyl)-(methoxy-methyl-carbamoyl)-methyl]-carbamic acid tert-butyl ester), C(C)(C)(C)OC(NC(C(N(C)OC)=O)C1=CC(=C(C=C1)Cl)Cl)=O (rac-[(3,4-dichloro-phenyl)-(methoxy-methyl-carbamoyl)-methyl]-carbamic acid tert-butyl ester), BrC=1C=CC(=NC1)I (5-bromo-2-iodopyridine), solution, C(C)(C)[Mg]Cl (isopropylmagnesium chloride). The solvent is O1CCCC1 (tetrahydrofuran), O1CCCC1 (tetrahydrofuran). Run at temperature 0 celsius, time 1.5 hour. Product: C(C)(C)(C)OC(NC(C(=O)C1=NC=C(C=C1)Br)C1=CC(=C(C=C1)Cl)Cl)=O (rac-[2-(5-Bromo-pyridin-2-yl)-1-(3,4-dichloro-phenyl)-2-oxo-ethyl]-carbamic acid tert-butyl ester). Reaction SMILES: [Br:1][C:2]1[CH:3]=[CH:4][C:5](I)=[N:6][CH:7]=1.C([Mg]Cl)(C)C.[C:14]([O:18][C:19](=[O:36])[NH:20][CH:21]([C:28]1[CH:33]=[CH:32][C:31]([Cl:34])=[C:30]([Cl:35])[CH:29]=1)[C:22](=[O:27])N(OC)C)([CH3:17])([CH3:16])[CH3:15]>O1CCCC1>[C:14]([O:18][C:19](=[O:36])[NH:20][CH:21]([C:28]1[CH:33]=[CH:32][C:31]([Cl:34])=[C:30]([Cl:35])[CH:29]=1)[C:22]([C:5]1[CH:4]=[CH:3][C:2]([Br:1])=[CH:7][N:6]=1)=[O:27])([CH3:17])([CH3:15])[CH3:16]. Reported procedure: To a solution of 0.705 g (2.41 mmol) 5-bromo-2-iodopyridine in 4.8 ml dry tetrahydrofuran were added at 0° C. drop-wise 1.20 ml (2.41 mmol) of a 2M solution of isopropylmagnesium chloride in tetrahydrofuran. The mixture was stirred at 0° C. for 1.5 h and then 0.250 g (0.688 mmol) rac-[(3,4-Dichloro-phenyl)-(methoxy-methyl-carbamoyl)-methyl]-carbamic acid tert-butyl ester (Intermediate 9) were added. The ice bath was removed and stirring continued at ambient temperature for 2 h. The reaction was ... Reactants: ClC1=NC(=CC(=C1C#N)C)C (2-chloro-3-cyano-4,6-dimethylpyridine), [Sn] (tin). Run in Cl (hydrochloric acid), O (water). Product: C(#N)C=1C(=CC(=NC1)C)C (5-cyano-2,4-dimethyl-pyridine). Isolated yield 54.0%. As a reaction SMILES: Cl[C:2]1[C:7]([C:8]#[N:9])=[C:6]([CH3:10])[CH:5]=[C:4]([CH3:11])[N:3]=1.[Sn]>Cl.O>[C:8]([C:7]1[C:6]([CH3:10])=[CH:5][C:4]([CH3:11])=[N:3][CH:2]=1)#[N:9] |^3:11|. Procedure: 23 g of 2-chloro-3-cyano-4,6-dimethylpyridine are dissolved in 185 ml of concentrated hydrochloric acid and 240 ml of water. 25.4 g of tin metal are added and the mixture is brought to 100° C. The reaction is monitored by thin layer chromatography (TLC). When the reaction is complete, the mixture is allowed to return to room temperature and filtered and the filtrate is neutralized using sodium hydroxide solution. The mixture is extracted with methylene chloride and the combined organic phases ar...